Dataset: the Open Reaction Database (ORD), a public repository of structured organic reaction records. Task: describe an organic reaction: reactants, conditions, products, and yield Reactants: O1CC1 (Oxirane), [Cl-].[NH4+] (ammonium chloride), C(CCC)[Li] (n-Butyl lithium), C(C#C)OCCC1=CC=CC=C1 ([2-[(2-Propynyl)oxy]ethyl]benzene), B(F)(F)F.CCOCC (Boron trifluoride etherate). Run in C1CCOC1 (THF). Run at time 30 minute. Product: C1(=CC=CC=C1)CCOCC#CCCO (5-(2-Phenylethoxy)-3-pentyn-1-ol). Reaction SMILES: C([Li])CCC.[CH2:6]([O:9][CH2:10][CH2:11][C:12]1[CH:17]=[CH:16][CH:15]=[CH:14][CH:13]=1)[C:7]#[CH:8].B(F)(F)F.[CH3:22][CH2:23][O:24]CC.O1CC1.[Cl-].[NH4+]>C1COCC1>[C:12]1([CH2:11][CH2:10][O:9][CH2:6][C:7]#[C:8][CH2:22][CH2:23][OH:24])[CH:13]=[CH:14][CH:15]=[CH:16][CH:17]=1 |f:2.3,5.6|. Procedure details: n-Butyl lithium (1.6M in hexane, 35 ml) was added to a stirred solution of the product of step (i) (8.0 g) in dry THF (50 ml) at -78° under nitrogen. Boron trifluoride etherate (6.8 ml) was added and the mixture was stirred at -78° for 30 min. Oxirane (7 ml) was added and the mixture was stirred at -78° for 1 h, treated with saturated saturated aqueous ammonium chloride (100 ml), allowed to warm to room temperature, and extracted with ER (2×100 ml). The organic extracts were washed with water an... The reactants are COc1cc(OCc2nc(-c3ccco3)oc2C)ccc1COc1nn(Cc2ccccc2)cc1CO, C1CCOC1. Product: COc1cc(OCc2nc(-c3ccco3)oc2C)ccc1COc1nn(Cc2ccccc2)cc1C=O. Reaction SMILES: [CH2:1]([c:2]1[cH:3][cH:4][cH:5][cH:6][cH:7]1)[n:8]1[n:9][c:10]([O:15][CH2:16][c:17]2[c:18]([O:36][CH3:37])[cH:19][c:20]([O:23][CH2:24][c:25]3[n:26][c:27](-[c:31]4[o:32][cH:33][cH:34][cH:35]4)[o:28][c:29]3[CH3:30])[cH:21][cH:22]2)[c:11]([CH2:13][OH:14])[cH:12]1.[O:38]1[CH2:39][CH2:40][CH2:41][CH2:42]1>>[CH2:1]([c:2]1[cH:3][cH:4][cH:5][cH:6][cH:7]1)[n:8]1[n:9][c:10]([O:15][CH2:16][c:17]2[c:18]([O:36][CH3:37])[cH:19][c:20]([O:23][CH2:24][c:25]3[n:26][c:27](-[c:31]4[o:32][cH:33][cH:34][cH:35]4)[o:28][c:29]3[CH3:30])[cH:21][cH:22]2)[c:11]([CH:13]=[O:14])[cH:12]1. Starting materials: CC(C)Br, CO, [K+], [K+], O=C([O-])[O-], OC1CCNCC1. Yields the product CC(C)N1CCC(O)CC1. Reaction SMILES: [Br:14][CH:15]([CH3:16])[CH3:17].[CH3:18][OH:19].[K+:8].[K+:9].[O-:10][C:11]([O-:12])=[O:13].[OH:1][CH:2]1[CH2:3][CH2:4][NH:5][CH2:6][CH2:7]1>>[OH:1][CH:2]1[CH2:3][CH2:4][N:5]([CH:15]([CH3:16])[CH3:17])[CH2:6][CH2:7]1. Starting materials: FC=1C(=C2CC(NC2=CC1)=O)CCC(C=1NC=CC1)=O (5-fluoro-4-[3-oxo-3-(1H-pyrrol-2-yl)-propyl]-1,3-dihydro-indol-2-one). Run in [OH-].[Na+] (NaOH), O (water). Product: FC=1C=2C3=C(C(NC3=CC1)=O)C(=CC2)C=2NC=CC2 (6-fluoro-3-(1H-pyrrol-2-yl)-1H-benzo[cd]indol-2-one). As a reaction SMILES: [F:1][C:2]1[C:3]([CH2:12][CH2:13][C:14](=O)[C:15]2[NH:16][CH:17]=[CH:18][CH:19]=2)=[C:4]2[C:8](=[CH:9][CH:10]=1)[NH:7][C:6](=[O:11])[CH2:5]2>[OH-].[Na+].O>[F:1][C:2]1[C:3]2[C:4]3[C:8](=[CH:9][CH:10]=1)[NH:7][C:6](=[O:11])[C:5]=3[C:14]([C:15]1[NH:16][CH:17]=[CH:18][CH:19]=1)=[CH:13][CH:12]=2 |f:1.2|. Procedure: A suspension of 5-fluoro-4-[3-oxo-3-(1H-pyrrol-2-yl)-propyl]-1,3-dihydro-indol-2-one (from Example 5 above) (20 mg, 0.073 mmol) in 1.0 N NaOH (10 mL) was heated under reflux for 2.5 days. The reaction was diluted with water (20 mL) and extracted with ethyl acetate (3×50 mL). The combined organic extracts were successively washed with water (10 mL) and brine (10 mL), dried over anhydrous sodium sulfate, filtered, and concentrated in vacuo to give 6-fluoro-3-(1H-pyrrol-2-yl)-1H-benzo[cd]indol-2-on...